This data is from the Open Reaction Database (ORD), a public repository of structured organic reaction records. The task is: describe an organic reaction: reactants, conditions, products, and yield The reactants are N1(C=CC=C1)C1=C(SC=C1)C(=O)N1CCOCC1 (N-[3-(pyrrol-1-yl)thiophen-2-ylcarbonyl]morpholine), N1(C=CC=C1)C1=C(SC=C1)C(=O)N1CCCCC1 (N-[3-(pyrrol-1-yl)thiophen-2-ylcarbonyl]piperidine). Yields the product S1C=CC2=C1C(C=1N2C=CC1)=O (8H-Thieno[2,3-d]pyrrolo[1,2-a]pyrrol-8-one). RXN SMILES: [N:1]1([C:6]2[CH:10]=[CH:9][S:8][C:7]=2[C:11](N2CCOCC2)=[O:12])[CH:5]=[CH:4][CH:3]=[CH:2]1.N1(C2C=CSC=2C(N2CCCCC2)=O)C=CC=C1>>[S:8]1[C:7]2[C:11](=[O:12])[C:5]3[N:1]([CH:2]=[CH:3][CH:4]=3)[C:6]=2[CH:10]=[CH:9]1. Procedure: This compound can also be obtained by using N-[3-(pyrrol-1-yl)thiophen-2-ylcarbonyl]morpholine (Preparation 12) and N-[3-(pyrrol-1-yl)thiophen-2-ylcarbonyl]piperidine (Preparation 13) as starting materials.